This data is from the Open Reaction Database (ORD), a public repository of structured organic reaction records. The task is: describe an organic reaction: reactants, conditions, products, and yield Yields the product CCNC(=O)c1c(F)cccc1S(=O)(=O)C(C)(C)C. Starting materials: CO, CCNC(=O)c1c(F)cccc1SC(C)(C)C, [Na+], [Na+], O, O=S([O-])S(=O)(=O)[O-]. RXN SMILES: [CH3:28][OH:29].[F:1][c:2]1[c:3]([C:4](=[O:5])[NH:6][CH2:7][CH3:8])[c:9]([S:13][C:14]([CH3:15])([CH3:16])[CH3:17])[cH:10][cH:11][cH:12]1.[Na+:25].[Na+:26].[OH2:27].[S:18](=[O:19])([S:20]([O-:21])=[O:22])([O-:23])=[O:24]>>[F:1][c:2]1[c:3]([C:4](=[O:5])[NH:6][CH2:7][CH3:8])[c:9]([S:13]([C:14]([CH3:15])([CH3:16])[CH3:17])(=[O:19])=[O:27])[cH:10][cH:11][cH:12]1.